Task: describe an organic reaction: reactants, conditions, products, and yield. Dataset: the Open Reaction Database (ORD), a public repository of structured organic reaction records Reactants: BrCCCC (1-bromobutane), C([O-])([O-])=O.[K+].[K+] (potassium carbonate), BrC=1C=C2/C(/C(NC(C2=CC1)=O)=O)=C/NCC1=CC(=C(C=C1)O)O ((4Z)-6-bromo-4-{[(3,4-dihydroxybenzyl)amino]methylene} isoquinoline-1,3(2H,4H)-dione). Reagents/catalysts: [I-].C(CCC)[N+](CCCC)(CCCC)CCCC (tetrabutylammonium iodide). Solvent: CN(C=O)C (N,N-dimethylformamide). The product is BrC=1C=C2/C(/C(NC(C2=CC1)=O)=O)=C/NCC1=CC(=C(C=C1)OCCCC)O ((4Z)-6-Bromo-4-{[(4-butoxy-3-hydroxybenzyl)amino]methylene}isoquinoline-1,3(2H,4H)-dione). Yield: 37.1%. Reaction SMILES: Br[CH2:2][CH2:3][CH2:4][CH3:5].C(=O)([O-])[O-].[K+].[K+].[Br:12][C:13]1[CH:14]=[C:15]2[C:20](=[CH:21][CH:22]=1)[C:19](=[O:23])[NH:18][C:17](=[O:24])/[C:16]/2=[CH:25]\[NH:26][CH2:27][C:28]1[CH:33]=[CH:32][C:31]([OH:34])=[C:30]([OH:35])[CH:29]=1>[I-].C([N+](CCCC)(CCCC)CCCC)CCC.CN(C)C=O>[Br:12][C:13]1[CH:14]=[C:15]2[C:20](=[CH:21][CH:22]=1)[C:19](=[O:23])[NH:18][C:17](=[O:24])/[C:16]/2=[CH:25]\[NH:26][CH2:27][C:28]1[CH:33]=[CH:32][C:31]([O:34][CH2:2][CH2:3][CH2:4][CH3:5])=[C:30]([OH:35])[CH:29]=1 |f:1.2.3,5.6|. Reported procedure: To a solution of 1-bromobutane (30.4 μl, 0.28 mmol) and tetrabutylammonium iodide (104 mg, 0.283 mmol) in anhydrous N,N-dimethylformamide (2 ML) is added potassium carbonate (207 mg, 1.5 mmol). The mixture stirred at room temperature and (4Z)-6-bromo-4-{[(3,4-dihydroxybenzyl)amino]methylene} isoquinoline-1,3(2H,4H)-dione (100 mg, 0.26 mmol) is added. After the mixture is stirred at 65° C. for 30 min, the resulting mixture is concentrated and the residue is then partitioned between water (20 ml) ... Starting materials: [N+](=O)([O-])C1=CC(=C(C(=C1)Cl)NC(CN1CCN(CC1)C=O)=O)Cl (N-(4-nitro-2,6-dichlorophenyl)-4-formyl-1-piperazineacetamide), S1C=CC=C1 (thiophene), [NH4+].[OH-] (NH4OH). Reagents/catalysts: [Pt] (platinum on charcoal). Solvent: CO (methanol), C(Cl)Cl (methylene chloride). The product is NC1=CC(=C(C(=C1)Cl)NC(CN1CCN(CC1)C=O)=O)Cl (N-(4-amino-2,6-dichlorophenyl)-4-formyl-1-piperazineacetamide). Isolated yield 31.7%. RXN SMILES: [N+:1]([C:4]1[CH:9]=[C:8]([Cl:10])[C:7]([NH:11][C:12](=[O:22])[CH2:13][N:14]2[CH2:19][CH2:18][N:17]([CH:20]=[O:21])[CH2:16][CH2:15]2)=[C:6]([Cl:23])[CH:5]=1)([O-])=O.S1C=CC=C1.[NH4+].[OH-]>CO.[Pt].C(Cl)Cl>[NH2:1][C:4]1[CH:5]=[C:6]([Cl:23])[C:7]([NH:11][C:12](=[O:22])[CH2:13][N:14]2[CH2:19][CH2:18][N:17]([CH:20]=[O:21])[CH2:16][CH2:15]2)=[C:8]([Cl:10])[CH:9]=1 |f:2.3|. Procedure: A mixture of N-(4-nitro-2,6-dichlorophenyl)-4-formyl-1-piperazineacetamide (1.79 g crude) was suspended in methanol (50 mL) containing 4% methanolic thiophene (0.5 mL) and 5% platinum on charcoal catalyst (900 mg). This was hydrogenated using a Parr apparatus for 30 minutes at 50° C. and 26 psi. After filtration and the removal of solvent in vacuo, the filtrate yielded 1.38 g of crude residue. This was subjected to flash chromatography on deactivated silica gel (from a slurry of 300 g of silica ... Starting materials: CCO, COC(=O)c1ccc([N+](=O)[O-])c(OC(F)F)c1, [H][H]. The product is COC(=O)c1ccc(N)c(OC(F)F)c1. RXN SMILES: [CH3:20][CH2:21][OH:22].[F:1][CH:2]([O:3][c:4]1[cH:5][c:6]([C:7](=[O:8])[O:9][CH3:10])[cH:11][cH:12][c:13]1[N+:14]([O-:15])=[O:16])[F:17].[H:18][H:19]>>[F:1][CH:2]([O:3][c:4]1[cH:5][c:6]([C:7](=[O:8])[O:9][CH3:10])[cH:11][cH:12][c:13]1[NH2:14])[F:17]. Reactants: CO, CCOCC, [K+], [OH-], OCCO, CC1=C(O)C(=O)N(c2ccc3nc[nH]c3c2)C1C(C)C. Product: COC1=C(C)C(C(C)C)N(c2ccc3nc[nH]c3c2)C1=O. As a reaction SMILES: [CH3:32][OH:33].[CH3:7][CH2:8][O:9][CH2:10][CH3:11].[K+:2].[OH-:1].[OH:3][CH2:4][CH2:5][OH:6].[nH:12]1[cH:13][n:14][c:15]2[c:16]1[cH:17][c:18]([N:21]1[C:22](=[O:31])[C:23]([OH:30])=[C:24]([CH3:29])[CH:25]1[CH:26]([CH3:27])[CH3:28])[cH:19][cH:20]2>>[CH3:4][O:30][C:23]1=[C:24]([CH3:29])[CH:25]([CH:26]([CH3:27])[CH3:28])[N:21]([c:18]2[cH:17][c:16]3[nH:12][cH:13][n:14][c:15]3[cH:20][cH:19]2)[C:22]1=[O:31]. The reactants are ClC1=C(C=C(C=C1)C1=NC(=NC(=C1)C)N1C=NC(=C1)I)C (4-(4-chloro-3-methyl-phenyl)-2-(4-iodo-imidazol-1-yl)-6-methyl-pyrimidine), C(C)(C)(C)NS(=O)(=O)C=1C=C(C=CC1)B(O)O (3-(tert.-butylsulfamoyl)-phenylboronic acid). Yields the product C(C)(C)(C)NS(=O)(=O)C1=CC(=CC=C1)C=1N=CN(C1)C1=NC(=CC(=N1)C)C1=CC(=C(C=C1)Cl)C (N-tert-Butyl-3-{1-[6-(4-chloro-3-methyl-phenyl)-4-methyl-pyrimidin-2-yl]-1H-imidazol-4-yl}-benzenesulfonamide), solid. As a reaction SMILES: [Cl:1][C:2]1[CH:7]=[CH:6][C:5]([C:8]2[CH:13]=[C:12]([CH3:14])[N:11]=[C:10]([N:15]3[CH:19]=[C:18](I)[N:17]=[CH:16]3)[N:9]=2)=[CH:4][C:3]=1[CH3:21].[C:22]([NH:26][S:27]([C:30]1[CH:31]=[C:32](B(O)O)[CH:33]=[CH:34][CH:35]=1)(=[O:29])=[O:28])([CH3:25])([CH3:24])[CH3:23]>>[C:22]([NH:26][S:27]([C:30]1[CH:31]=[CH:32][CH:33]=[C:34]([C:18]2[N:17]=[CH:16][N:15]([C:10]3[N:11]=[C:12]([CH3:14])[CH:13]=[C:8]([C:5]4[CH:6]=[CH:7][C:2]([Cl:1])=[C:3]([CH3:21])[CH:4]=4)[N:9]=3)[CH:19]=2)[CH:35]=1)(=[O:29])=[O:28])([CH3:25])([CH3:23])[CH3:24]. Reported procedure: N-tert-Butyl-3-{1-[6-(4-chloro-3-methyl-phenyl)-4-methyl-pyrimidin-2-yl]-1H-imidazol-4-yl}-benzenesulfonamide was prepared from 4-(4-chloro-3-methyl-phenyl)-2-(4-iodo-imidazol-1-yl)-6-methyl-pyrimidine (example E.76) (0.41 g, 1.0 mmol) and commercially available 3-(tert.-butylsulfamoyl)-phenylboronic acid (0.31 g, 1.2 mmol) according to the general procedure VI. Obtained as a light grey solid (0.53 g) which was subsequently deprotected. Starting materials: CC1(C(CCC1)=O)C (2,2-dimethylcyclopentanone), [Li+].CC(C)[N-]C(C)C (LDA), C1=CC=C(C=C1)NS(=O)(=O)C(F)(F)F (N-phenyltriflamide). The solvent is C1CCOC1 (THF). Run at temperature -78 celsius, time 1 hour. The product is FC(S(=O)(=O)OC1=CCCC1(C)C)(F)F (5,5-Dimethylcyclopent-1-enyl trifluoromethanesulfonate). Reaction SMILES: [CH3:1][C:2]1([CH3:8])[CH2:6][CH2:5][CH2:4][C:3]1=[O:7].[Li+].CC([N-]C(C)C)C.C1C=CC(N[S:24]([C:27]([F:30])([F:29])[F:28])(=[O:26])=[O:25])=CC=1>C1COCC1>[F:28][C:27]([F:30])([F:29])[S:24]([O:7][C:3]1[C:2]([CH3:8])([CH3:1])[CH2:6][CH2:5][CH:4]=1)(=[O:26])=[O:25] |f:1.2|. Procedure: To a solution of 2,2-dimethylcyclopentanone B.1 (available from ChemSampCo) (3.00 g, 26.75 mmol) in THF (100 mL), was slowly added LDA (14.7 mL, 2.0 M, in heptane) at −78° C. The resulting mixture was stirred at −78° C. for 1 hour. A solution of N-phenyltriflamide (10.00 g, 28.00 mmol) was added to the mixture at −78° C., and stirring was continued at 0° C. for 2 hours and then at room temperature overnight. The reaction mixture was extracted with hexane (80×2 mL). The organic layer was washed w... The reactants are [Si](C1=CC=CC=C1)(C1=CC=CC=C1)(C(C)(C)C)OCCC=1C=C(C=CC1)N1C(N(CC=2C1=NC(=NC2)S(=O)(=O)C)C2=C(C=CC=C2Cl)Cl)=O (1-[3-(2-t-butyldiphenylsilyloxyethyl)phenyl]-3-(2,6-dichlorophenyl)-7-methanesulfonyl-3,4-dihydropyrimido[4,5-d]pyrimidin-2(1H)-one), NC1=CC=CC=C1 (aniline). The solvent is Cl (hydrochloric acid). Conditions: temperature 100 celsius. The product is N(C1=CC=CC=C1)C1=NC=C2C(=N1)N(C(N(C2)C2=C(C=CC=C2Cl)Cl)=O)C2=CC(=CC=C2)CCO[Si](C2=CC=CC=C2)(C2=CC=CC=C2)C(C)(C)C (7-anilino-1-[3-(2-tert-butyldiphenylsilyloxyethyl)phenyl]-3-(2,6-dichlorophenyl)-3,4-dihydro-pyrimido[4,5-d]pyrimidin-2(1H)-one). Yield: 96.0%. Reaction SMILES: [Si:1]([O:18][CH2:19][CH2:20][C:21]1[CH:22]=[C:23]([N:27]2[C:32]3=[N:33][C:34](S(C)(=O)=O)=[N:35][CH:36]=[C:31]3[CH2:30][N:29]([C:41]3[C:46]([Cl:47])=[CH:45][CH:44]=[CH:43][C:42]=3[Cl:48])[C:28]2=[O:49])[CH:24]=[CH:25][CH:26]=1)([C:14]([CH3:17])([CH3:16])[CH3:15])([C:8]1[CH:13]=[CH:12][CH:11]=[CH:10][CH:9]=1)[C:2]1[CH:7]=[CH:6][CH:5]=[CH:4][CH:3]=1.[NH2:50][C:51]1[CH:56]=[CH:55][CH:54]=[CH:53][CH:52]=1>Cl>[NH:50]([C:34]1[N:33]=[C:32]2[N:27]([C:23]3[CH:24]=[CH:25][CH:26]=[C:21]([CH2:20][CH2:19][O:18][Si:1]([C:14]([CH3:17])([CH3:16])[CH3:15])([C:8]4[CH:13]=[CH:12][CH:11]=[CH:10][CH:9]=4)[C:2]4[CH:7]=[CH:6][CH:5]=[CH:4][CH:3]=4)[CH:22]=3)[C:28](=[O:49])[N:29]([C:41]3[C:46]([Cl:47])=[CH:45][CH:44]=[CH:43][C:42]=3[Cl:48])[CH2:30][C:31]2=[CH:36][N:35]=1)[C:51]1[CH:56]=[CH:55][CH:54]=[CH:53][CH:52]=1. Reported procedure: A mixture of 980 mg (1.22 mmol) of 1-[3-(2-t-butyldiphenylsilyloxyethyl)phenyl]-3-(2,6-dichlorophenyl)-7-methanesulfonyl-3,4-dihydropyrimido[4,5-d]pyrimidin-2(1H)-one and 5 ml of aniline was heated at 100° C. for 30 minutes. The reaction was allowed to cool then poured into 50 ml of 2M hydrochloric acid. The product was collected by filtration, washed with water (50 ml), then hexane (50 ml) and dried to give 960 mg (96%) of 7-anilino-1-[3-(2-tert-butyldiphenylsilyloxyethyl)phenyl]-3-(2,6-dichlor... Reactants: O=C(O)CCSC1c2ccccc2COc2ccc(OCc3ccc4ccccc4n3)cc21, CCN=C=NCCCN(C)C, ClCCl, CN(C)c1ccncc1, Cl, Nc1nnn[nH]1. The product is O=C(CCSC1c2ccccc2COc2ccc(OCc3ccc4ccccc4n3)cc21)Nc1nnn[nH]1. RXN SMILES: [C:1](=[O:2])([OH:3])[CH2:4][CH2:5][S:6][CH:7]1[c:8]2[c:9]([cH:18][cH:19][c:20]([O:22][CH2:23][c:24]3[n:25][c:26]4[cH:27][cH:28][cH:29][cH:30][c:31]4[cH:32][cH:33]3)[cH:21]2)[O:10][CH2:11][c:12]2[c:13]1[cH:14][cH:15][cH:16][cH:17]2.[CH2:41]([N:42]=[C:43]=[N:44][CH2:45][CH2:46][CH2:47][N:48]([CH3:49])[CH3:50])[CH3:51].[CH2:61]([Cl:62])[Cl:63].[CH3:52][N:53]([CH3:54])[c:55]1[cH:56][cH:57][n:58][cH:59][cH:60]1.[ClH:40].[NH2:34][c:35]1[n:36][n:37][n:38][nH:39]1>>[C:1](=[O:3])([CH2:4][CH2:5][S:6][CH:7]1[c:8]2[c:9]([cH:18][cH:19][c:20]([O:22][CH2:23][c:24]3[n:25][c:26]4[cH:27][cH:28][cH:29][cH:30][c:31]4[cH:32][cH:33]3)[cH:21]2)[O:10][CH2:11][c:12]2[c:13]1[cH:14][cH:15][cH:16][cH:17]2)[NH:34][c:35]1[n:36][n:37][n:38][nH:39]1. Reactants: N1(C=NC=C1)C(CCC)C1=CC=C(C#N)C=C1 (4-[1-(1-imidazolyl)-butyl]-benzonitrile), C(=O)O.O (formic acid water). The reagents and catalysts are [Al].[Ni] (aluminum nickel alloy). Product: N1(C=NC=C1)C(CCC)C1=CC=C(C=O)C=C1 (4-[1-(1-imidazolyl)butyl]-benzaldehyde). Reaction SMILES: [N:1]1([CH:6]([C:10]2[CH:17]=[CH:16][C:13]([C:14]#N)=[CH:12][CH:11]=2)[CH2:7][CH2:8][CH3:9])[CH:5]=[CH:4][N:3]=[CH:2]1.C(O)=[O:19].O>[Al].[Ni]>[N:1]1([CH:6]([C:10]2[CH:17]=[CH:16][C:13]([CH:14]=[O:19])=[CH:12][CH:11]=2)[CH2:7][CH2:8][CH3:9])[CH:5]=[CH:4][N:3]=[CH:2]1 |f:1.2,3.4|. Reported procedure: 10 g of nitrile of example 4 is refluxed with 10 g of aluminum nickel alloy in 150 ml of formic acid/water (75:25) for 1 hour. It is filtered on kieselguhr, the filtrate is alkalized with solid potassium carbonate, 100 ml of aqueous ammonia is added and extracted with ether. After drying and concentration by evaporation of the ether, it is distilled on a bulb tube; 9.1 g of 4-[1-(1-imidazolyl)butyl]-benzaldehyde is obtained, melting 200° C./0.03 mbar. Starting materials: C[O-].[Na+] (sodium methoxide), ClC1=CC(=[N+](C=C1)[O-])C1CC(OC2=C1C=C(C=C2)C#N)(C)C (4-chloro-2-(6-cyano-3,4-dihydro-2,2-dimethyl-2H-1-benzopyran-4-yl)pyridine N-oxide), [Na] (sodium). Run in CO (methanol), CO (methanol). The product is C(#N)C=1C=CC2=C(C(CC(O2)(C)C)C2=[N+](C=CC(=C2)OC)[O-])C1 (2-(6-cyano-3,4-dihydro-2,2-dimethyl-2H-1-benzopyran-4 -yl)-4-methoxypyridine N-oxide). RXN SMILES: Cl[C:2]1[CH:7]=[CH:6][N+:5]([O-:8])=[C:4]([CH:9]2[C:14]3[CH:15]=[C:16]([C:19]#[N:20])[CH:17]=[CH:18][C:13]=3[O:12][C:11]([CH3:22])([CH3:21])[CH2:10]2)[CH:3]=1.[CH3:23][O-:24].[Na+].[Na]>CO>[C:19]([C:16]1[CH:17]=[CH:18][C:13]2[O:12][C:11]([CH3:22])([CH3:21])[CH2:10][CH:9]([C:4]3[CH:3]=[C:2]([O:24][CH3:23])[CH:7]=[CH:6][N+:5]=3[O-:8])[C:14]=2[CH:15]=1)#[N:20] |f:1.2,^1:25|. Procedure details: 250 mg of 4-chloro-2-(6-cyano-3,4-dihydro-2,2-dimethyl-2H-1-benzopyran-4-yl)pyridine N-oxide were dissolved in 6 ml of methanol and added to a solution of sodium methoxide prepared from 0.5 g of metallic sodium in 50 ml of methanol. The mixture was heated at reflux for 2 hours under a nitrogen atmosphere and then allowed to cool to room temperature. The solution was evaporated and the residue was taken up in ethyl acetate and water, the organic phase was separated, dried over sodium sulphate and...